Dataset: the Open Reaction Database (ORD), a public repository of structured organic reaction records. Task: describe an organic reaction: reactants, conditions, products, and yield Reactants: C(C1=CC=CC=C1)(=O)Cl (Benzoyl chloride), C(C)(C)[C@@H]1NC(OC1=O)=O ((S)-4-isopropyl-2,5-oxazolidinedione). Reagents/catalysts: CN(C1=CC=NC=C1)C (4-dimethylaminopyridine). Solvent: C(C)(=O)OCC (ethyl acetate), C(C)(=O)OCC (ethyl acetate). Run at time 2 hour. The product is C(C1=CC=CC=C1)(=O)N1C(OC([C@@H]1C(C)C)=O)=O ((S)-3-benzoyl-4-isopropyl-2,5-oxazolidinedione). Isolated yield 71.0%. Reaction SMILES: [C:1](Cl)(=[O:8])[C:2]1[CH:7]=[CH:6][CH:5]=[CH:4][CH:3]=1.[CH:10]([C@H:13]1[C:17](=[O:18])[O:16][C:15](=[O:19])[NH:14]1)([CH3:12])[CH3:11]>C(OCC)(=O)C.CN(C)C1C=CN=CC=1>[C:1]([N:14]1[C@@H:13]([CH:10]([CH3:12])[CH3:11])[C:17](=[O:18])[O:16][C:15]1=[O:19])(=[O:8])[C:2]1[CH:7]=[CH:6][CH:5]=[CH:4][CH:3]=1. Procedure details: Benzoyl chloride (295 mg, 2.1 mmol) was dissolved in ethyl acetate (21 mL), followed by the addition of (S)-4-isopropyl-2,5-oxazolidinedione (L-valine-NCA) (286 mg, 2.0 mmol) under ice cooling. Further, a solution of 4-dimethylaminopyridine (257 mg, 2.1 mmol) in ethyl acetate (11 mL) was added dropwise under ice cooling over 20 minutes. The resulting mixture was allowed to rise as was in temperature from 09. After the mixture was stirred at room temperature for 2 hours, a precipitated salt was f... The reactants are C1(CCCCC1)N1C(C=2N(C=3N(C(C2C1)=O)N=C(C3)C3=CC=C(C=C3)Cl)CC3=CC=CC=C3)=O (6-Cyclohexyl-6,7-dihydro-4-(phenylmethyl)-2-(4-chlorophenyl)-4H-pyrazolo[1,5-a]pyrrolo[3,4-d]pyrimidine-5,8-dione), C(CCCCC)N1C(C=2N(C=3N(C(C2C1)=O)N=C(C3)C3=CC=CC=C3)CC(C3=CC=CC=C3)=O)=O (6-Hexyl-6,7-dihydro-4-(2-oxo-2-phenylethyl)-2-phenyl-4H-pyrazolo [1,5-a]-pyrrolo [3,4-d]-pyrimidine-5,8-dione), C(CCCCC)N1C(C=2N(C=3N(C(C2C1)=O)N=C(C3)C3=CC=C(C=C3)Cl)CC3=CC=CC=C3)=O (6-Hexyl-6,7-dihydro-4-(phenylmethyl)-2-(4-chlorophenyl)-4H-pyrazolo[1,5-a]pyrrolo[3,4-d]-pyrimidine-5,8-dione), C1(CCCCC1)N1C(C=2N(C=3N(C(C2C1)=O)N=C(C3)C3=CC=C(C=C3)Cl)CC(C3=CC=CC=C3)=O)=O (6-Cyclohexyl-6,7-dihydro-4-(2-oxo-2-phenylethyl)-2-(4-chlorophenyl)-4H-pyrazolo[1,5-a]pyrrolo[3,4-d]-pyrimidine-5,8-dione), C(CCCCC)N1C(C=2N(C=3N(C(C2C1)=O)N=C(C3)C3=CC=CC=C3)CC3=CC=CC=C3)=O (6-Hexyl-6,7-dihydro-4-(phenylmethyl)-2-phenyl-4H- pyrazolo[1,5-a]pyrrolo[3,4-d]-pyrimidine-5,8-dione), C(CCCCC)N1C(C=2N(C=3N(C(C2C1)=O)N=C(C3)C3=CC=C(C=C3)Cl)CC(C3=CC=CC=C3)=O)=O (6-Hexyl-6,7-dihydro-4-(2-oxo-2-phenylethyl)-2-(4-chlorophenyl)-4H-pyrazolo[1,5-a]pyrrolo[3,4-d]-pyrimidine-5,8-dione). Yields the product C1(CCCCC1)N1C(C=2N(C=3N(C(C2C1)=O)N=C(C3)C3=CC=CC=C3)CC(C3=CC=CC=C3)=O)=O (6-Cyclohexyl-6,7-dihydro-4-(2-oxo-2-phenylethyl)-2-phenyl-4H-pyrazolo[1,5-a]pyrrolo[3,4-d]-pyrimidine-5,8-dione). As a reaction SMILES: C1(N2CC3C(=O)N4N=C(C5C=CC(Cl)=CC=5)C=C4N(CC4C=CC=CC=4)C=3C2=O)CCCCC1.[CH:35]1([N:41]2[CH2:49][C:48]3[C:47](=[O:50])[N:46]4[N:51]=[C:52]([C:54]5[CH:59]=[CH:58][C:57](Cl)=[CH:56][CH:55]=5)[CH:53]=[C:45]4[N:44]([CH2:61][C:62](=[O:69])[C:63]4[CH:68]=[CH:67][CH:66]=[CH:65][CH:64]=4)[C:43]=3[C:42]2=[O:70])[CH2:40][CH2:39][CH2:38][CH2:37][CH2:36]1.C(N1CC2C(=O)N3N=C(C4C=CC=CC=4)C=C3N(CC3C=CC=CC=3)C=2C1=O)CCCCC.C(N1CC2C(=O)N3N=C(C4C=CC=CC=4)C=C3N(CC(=O)C3C=CC=CC=3)C=2C1=O)CCCCC.C(N1CC2C(=O)N3N=C(C4C=CC(Cl)=CC=4)C=C3N(CC3C=CC=CC=3)C=2C1=O)CCCCC.C(N1CC2C(=O)N3N=C(C4C=CC(Cl)=CC=4)C=C3N(CC(=O)C3C=CC=CC=3)C=2C1=O)CCCCC>>[CH:35]1([N:41]2[CH2:49][C:48]3[C:47](=[O:50])[N:46]4[N:51]=[C:52]([C:54]5[CH:59]=[CH:58][CH:57]=[CH:56][CH:55]=5)[CH:53]=[C:45]4[N:44]([CH2:61][C:62](=[O:69])[C:63]4[CH:64]=[CH:65][CH:66]=[CH:67][CH:68]=4)[C:43]=3[C:42]2=[O:70])[CH2:36][CH2:37][CH2:38][CH2:39][CH2:40]1. Procedure: 6-Cyclohexyl-6,7-dihydro-4-(phenylmethyl)-2-(4-chlorophenyl)-4H-pyrazolo[1,5-a]pyrrolo[3,4-d]pyrimidine-5,8-dione; 6-Cyclohexyl-6,7-dihydro-4-(2-oxo-2-phenylethyl)-2-(4-chlorophenyl)-4H-pyrazolo[1,5-a]pyrrolo[3,4-d]-pyrimidine-5,8-dione; 6-Hexyl-6,7-dihydro-4-(phenylmethyl)-2-phenyl-4H- pyrazolo[1,5-a]pyrrolo[3,4-d]-pyrimidine-5,8-dione; 6-Hexyl-6,7-dihydro-4-(2-oxo-2-phenylethyl)-2-phenyl-4H-pyrazolo [1,5-a]-pyrrolo [3,4-d]-pyrimidine-5,8-dione; 6-Hexyl-6,7-dihydro-4-(phenylmethyl)-2-(4-chlorop... Reactants: NC1=CC=C(CCN2C(C3=CC=C(C=C3CC2)OC)C)C=C1 (N-(4-aminophenethyl)-1,2,3,4-tetrahydro-6-methoxy-1-methylisoquinoline), C(=O)O (formic acid). Solvent: C1(=CC=CC=C1)C (toluene). Reaction conditions: time 1 hour. Yields the product C(=O)NC1=CC=C(CCN2C(C3=CC=C(C=C3CC2)OC)C)C=C1 (N-(4-formamidophenethyl)-1,2,3,4-tetrahydro-6 -methoxy-1-methylisoquinoline). Reaction SMILES: [NH2:1][C:2]1[CH:22]=[CH:21][C:5]([CH2:6][CH2:7][N:8]2[CH2:17][CH2:16][C:15]3[C:10](=[CH:11][CH:12]=[C:13]([O:18][CH3:19])[CH:14]=3)[CH:9]2[CH3:20])=[CH:4][CH:3]=1.[CH:23](O)=[O:24]>C1(C)C=CC=CC=1>[CH:23]([NH:1][C:2]1[CH:3]=[CH:4][C:5]([CH2:6][CH2:7][N:8]2[CH2:17][CH2:16][C:15]3[C:10](=[CH:11][CH:12]=[C:13]([O:18][CH3:19])[CH:14]=3)[CH:9]2[CH3:20])=[CH:21][CH:22]=1)=[O:24]. Reported procedure: To a stirred solution of N-(4-aminophenethyl)-1,2,3,4-tetrahydro-6-methoxy-1-methylisoquinoline (16.8 g, 0.057 m) in 800 ml toluene was added formic acid (25.0 g, 0.5 m). The reaction was brought to reflux, and water was collected by a Dean-Stark apparatus. After 1 hour, the reaction was poured into ice water (500 g) and basified to pH 11-12 with 10% NaOH. The toluene layer was separated, and the aqueous layer was extracted further with toluene (1×200 ml) and then with chloroform (2×200 ml). The... The reactants are CN(C)C=O, CCOC(C)=O, O=C(O)c1ccc(F)c(F)c1Nc1ccc(I)cc1Cl, O=C(Oc1c(F)c(F)c(F)c(F)c1F)C(F)(F)F, c1ccncc1. The product is O=C(Oc1c(F)c(F)c(F)c(F)c1F)c1ccc(F)c(F)c1Nc1ccc(I)cc1Cl. RXN SMILES: [CH3:45][N:46]([CH3:47])[CH:48]=[O:49].[CH3:50][CH2:51][O:52][C:53](=[O:54])[CH3:55].[Cl:1][c:2]1[c:3]([NH:9][c:10]2[c:11]([C:12](=[O:13])[OH:14])[cH:15][cH:16][c:17]([F:20])[c:18]2[F:19])[cH:4][cH:5][c:6]([I:8])[cH:7]1.[F:27][C:28]([F:29])([F:30])[C:31]([O:43][c:32]1[c:33]([F:42])[c:34]([F:41])[c:35]([F:40])[c:36]([F:39])[c:37]1[F:38])=[O:44].[cH:21]1[cH:22][cH:23][n:24][cH:25][cH:26]1>>[Cl:1][c:2]1[c:3]([NH:9][c:10]2[c:11]([C:12]([O:13][c:32]3[c:33]([F:42])[c:34]([F:41])[c:35]([F:40])[c:36]([F:39])[c:37]3[F:38])=[O:14])[cH:15][cH:16][c:17]([F:20])[c:18]2[F:19])[cH:4][cH:5][c:6]([I:8])[cH:7]1. Reactants: C(C)(=O)OC[C@@H](C)N1C(C2=CC=C(C(=C2C=C1)NC(CC1(CCCCCC1)O)=O)C)=O ((R)-2-(5-(2-(1-hydroxycycloheptyl)acetamido)-6-methyl-1-oxoisoquinolin-2(1H)-yl)propyl acetate), C([O-])([O-])=O.[K+].[K+] (potassium carbonate), CO (methanol). Run at time 1 hour. Product: OC1(CCCCCC1)CC(=O)NC1=C2C=CN(C(C2=CC=C1C)=O)[C@@H](CO)C ((R)-2-(1-Hydroxycycloheptyl)-N-(2-(1-hydroxypropan-2-yl)-6-methyl-1-oxo-1,2-dihydroisoquinolin-5-yl)acetamide). RXN SMILES: C([O:4][CH2:5][C@H:6]([N:8]1[CH:17]=[CH:16][C:15]2[C:10](=[CH:11][CH:12]=[C:13]([CH3:30])[C:14]=2[NH:18][C:19](=[O:29])[CH2:20][C:21]2([OH:28])[CH2:27][CH2:26][CH2:25][CH2:24][CH2:23][CH2:22]2)[C:9]1=[O:31])[CH3:7])(=O)C.C(=O)([O-])[O-].[K+].[K+].CO>>[OH:28][C:21]1([CH2:20][C:19]([NH:18][C:14]2[C:13]([CH3:30])=[CH:12][CH:11]=[C:10]3[C:15]=2[CH:16]=[CH:17][N:8]([C@H:6]([CH3:7])[CH2:5][OH:4])[C:9]3=[O:31])=[O:29])[CH2:22][CH2:23][CH2:24][CH2:25][CH2:26][CH2:27]1 |f:1.2.3|. Procedure: A round bottom flask was charged with (R)-2-(5-(2-(1-hydroxycycloheptyl)acetamido)-6-methyl-1-oxoisoquinolin-2(1H)-yl)propyl acetate (100.00 mg, 0.14 mmol), potassium carbonate (58.0 mg, 0.000420 mol) and methanol (4 mL, 0.1 mol) and the reaction mixture stirred at room temperature 1 hour. The solvent was removed under reduced pressure and the residue was purified by reverse phase preparative HPLC to afford the product.